Dataset: the Open Reaction Database (ORD), a public repository of structured organic reaction records. Task: describe an organic reaction: reactants, conditions, products, and yield The reactants are CC(Oc1cc(-n2cnc3cnc(COS(C)(=O)=O)cc32)sc1C(N)=O)c1ccccc1C(F)(F)F, CN(C)C1CCNC1, ClCCl. The product is CC(Oc1cc(-n2cnc3cnc(CN4CCC(N(C)C)C4)cc32)sc1C(N)=O)c1ccccc1C(F)(F)F. Reaction SMILES: [CH3:1][S:2]([O:3][CH2:6][c:7]1[cH:8][c:9]2[c:10]([cH:11][n:12]1)[n:13][cH:14][n:15]2-[c:16]1[s:17][c:18]([C:34]([NH2:35])=[O:36])[c:19]([O:21][CH:22]([CH3:23])[c:24]2[c:25]([C:30]([F:31])([F:32])[F:33])[cH:26][cH:27][cH:28][cH:29]2)[cH:20]1)(=[O:4])=[O:5].[CH3:37][N:38]([CH:39]1[CH2:40][NH:41][CH2:42][CH2:43]1)[CH3:44].[Cl:45][CH2:46][Cl:47]>>[CH2:6]([c:7]1[cH:8][c:9]2[c:10]([cH:11][n:12]1)[n:13][cH:14][n:15]2-[c:16]1[s:17][c:18]([C:34]([NH2:35])=[O:36])[c:19]([O:21][CH:22]([CH3:23])[c:24]2[c:25]([C:30]([F:31])([F:32])[F:33])[cH:26][cH:27][cH:28][cH:29]2)[cH:20]1)[N:41]1[CH2:40][CH:39]([N:38]([CH3:37])[CH3:44])[CH2:43][CH2:42]1. Reactants: C1CCOC1, CCOCC, COC(=O)Cc1c(Cl)nc(Cc2ccc(NC(=O)c3ccc4ccccc4c3)cc2)nc1N1CCCC1, Cl, [Na+], [OH-]. The product is O=C(O)Cc1c(Cl)nc(Cc2ccc(NC(=O)c3ccc4ccccc4c3)cc2)nc1N1CCCC1. RXN SMILES: [CH2:46]1[O:47][CH2:48][CH2:49][CH2:50]1.[CH3:40][CH2:41][O:42][CH2:43][CH3:44].[Cl:1][c:2]1[n:3][c:4]([CH2:18][c:19]2[cH:20][cH:21][c:22]([NH:25][C:26](=[O:27])[c:28]3[cH:29][c:30]4[cH:31][cH:32][cH:33][cH:34][c:35]4[cH:36][cH:37]3)[cH:23][cH:24]2)[n:5][c:6]([N:13]2[CH2:14][CH2:15][CH2:16][CH2:17]2)[c:7]1[CH2:8][C:9](=[O:10])[O:11][CH3:12].[ClH:45].[Na+:39].[OH-:38]>>[Cl:1][c:2]1[n:3][c:4]([CH2:18][c:19]2[cH:20][cH:21][c:22]([NH:25][C:26](=[O:27])[c:28]3[cH:29][c:30]4[cH:31][cH:32][cH:33][cH:34][c:35]4[cH:36][cH:37]3)[cH:23][cH:24]2)[n:5][c:6]([N:13]2[CH2:14][CH2:15][CH2:16][CH2:17]2)[c:7]1[CH2:8][C:9](=[O:10])[OH:11].